From a dataset of the Open Reaction Database (ORD), a public repository of structured organic reaction records. describe an organic reaction: reactants, conditions, products, and yield Starting materials: C1=COCC1, O=c1[nH]cc(F)c(=O)[nH]1, C1COCCO1. Yields the product O=c1[nH]c(=O)n(C2CCCO2)cc1F. As a reaction SMILES: [CH2:10]1[CH2:11][CH:12]=[CH:13][O:14]1.[F:1][c:2]1[c:3](=[O:9])[nH:4][c:5](=[O:8])[nH:6][cH:7]1.[O:15]1[CH2:16][CH2:17][O:18][CH2:19][CH2:20]1>>[F:1][c:2]1[c:3](=[O:9])[nH:4][c:5](=[O:8])[n:6]([CH:13]2[CH2:12][CH2:11][CH2:10][O:14]2)[cH:7]1. The reactants are Br, ClC(Cl)(Cl)Cl, CCCc1cc(CO)cc(CCC)c1Oc1ccccc1CC(=O)OC, BrP(Br)Br. Product: CCCc1cc(CBr)cc(CCC)c1Oc1ccccc1CC(=O)OC. RXN SMILES: [BrH:31].[C:32]([Cl:33])([Cl:34])([Cl:35])[Cl:36].[CH2:1]([CH2:2][CH3:3])[c:4]1[c:5]([O:6][c:7]2[c:8]([CH2:13][C:14](=[O:15])[O:16][CH3:17])[cH:9][cH:10][cH:11][cH:12]2)[c:18]([CH2:24][CH2:25][CH3:26])[cH:19][c:20]([CH2:22][OH:23])[cH:21]1.[P:27]([Br:28])([Br:29])[Br:30]>>[CH2:1]([CH2:2][CH3:3])[c:4]1[c:5]([O:6][c:7]2[c:8]([CH2:13][C:14](=[O:15])[O:16][CH3:17])[cH:9][cH:10][cH:11][cH:12]2)[c:18]([CH2:24][CH2:25][CH3:26])[cH:19][c:20]([CH2:22][Br:28])[cH:21]1. The reactants are ClC1=CC(=C(C=C1)[N+](=O)[O-])C (4-chloro-2-methyl-1-nitrobenzene), FC1CNCC1 (3-fluoropyrrolidine), Intermediate 49. Yields the product FC1CN(CC1)C1=CC(=C(C=C1)[N+](=O)[O-])C (3-Fluoro-1-(3-methyl-4-nitrophenyl)pyrrolidine). RXN SMILES: Cl[C:2]1[CH:7]=[CH:6][C:5]([N+:8]([O-:10])=[O:9])=[C:4]([CH3:11])[CH:3]=1.[F:12][CH:13]1[CH2:17][CH2:16][NH:15][CH2:14]1>>[F:12][CH:13]1[CH2:17][CH2:16][N:15]([C:2]2[CH:7]=[CH:6][C:5]([N+:8]([O-:10])=[O:9])=[C:4]([CH3:11])[CH:3]=2)[CH2:14]1. Procedure details: Prepared from 4-chloro-2-methyl-1-nitrobenzene and 3-fluoropyrrolidine following the method used to prepare Intermediate 49. LCMS (ES+) 224.90 (M+H)+, RT 2.90 minutes (method 1). Reactants: COC=1CCCCC(N1)C (3,4,5,6-tetrahydro-7-methoxy-2-methyl-2H-azepine), [Cl-].[NH4+] (ammonium chloride). The solvent is CO (MeOH). Product: Cl.CC1CCCCC(N1)=N (hexahydro-7-methyl-1H-azepin-2-imine, monohydrochloride). Isolated yield 74.8%. Reaction SMILES: CO[C:3]1[CH2:4][CH2:5][CH2:6][CH2:7][CH:8]([CH3:10])[N:9]=1.[Cl-:11].[NH4+:12]>CO>[ClH:11].[CH3:10][CH:8]1[NH:9][C:3](=[NH:12])[CH2:4][CH2:5][CH2:6][CH2:7]1 |f:1.2,4.5|. Procedure: The product of EXAMPLE 45 (125 mg, 0.89 mmol) in 9.0 mL of MeOH was reacted with ammonium chloride (44.0 mg, 0.83 mmol) by the method of EXAMPLE 27 to yield 101 mg (63%) of the title material. The reactants are C1(=CC=CC=C1)[C@@H](C(=O)O)C ((S)-2-phenylpropanoic acid), C(C(=O)Cl)(=O)Cl (oxalyl chloride). The product is C1(=CC=CC=C1)[C@@H](C(=O)Cl)C ((S)-2-phenylpropanoyl chloride). RXN SMILES: [C:1]1([C@H:7]([CH3:11])[C:8](O)=[O:9])[CH:6]=[CH:5][CH:4]=[CH:3][CH:2]=1.C(Cl)(=O)C([Cl:15])=O>>[C:1]1([C@H:7]([CH3:11])[C:8]([Cl:15])=[O:9])[CH:6]=[CH:5][CH:4]=[CH:3][CH:2]=1. Procedure details: Stir a solution of (S)-2-phenylpropanoic acid (300 mg, 2.0 mmol) in 5 mL of oxalyl chloride for 3 hours at room temperature. After removal of solvent under vacuum, (S)-2-phenylpropanoyl chloride is obtained as pole yellow oil. Dissolve the oil in 10 mL of CH2Cl2. Add (1S,2R,3R,5R)-2-((dimethylamino)methyl)-3-(3-hydroxyphenyl)bicyclo[3.2.1]octan-3-ol (400 mg, 1.45 mmol) and Et3N (293 mg, 2.9 mmol) to the solution. Stir the resultant mixture at room temperature for additional 3 hours. After additi...